Dataset: the Open Reaction Database (ORD), a public repository of structured organic reaction records. Task: describe an organic reaction: reactants, conditions, products, and yield Starting materials: [Si](C)(C)(C(C)(C)C)OC1=CC=C(CCl)C=C1 (4-(t-butyldimethylsilyloxy)benzyl chloride), O (water), COC1=CC=C(C=C1)NC1=CC=C(C#N)C=C1 (4-[N(4-methoxyphenyl)amino]benzonitrile), [BH4-].[Na+] (sodium borohydride). Run in CN(C=O)C (N,N- dimethylformamide), CN(C=O)C (N,N-dimethylformamide). Conditions: time 30 minute. The product is OC1=CC=C(CN(C2=CC=C(C=C2)OC)C2=CC=C(C#N)C=C2)C=C1 (4-[N-(4-hydroxybenzyl)-N-(4-methoxyphenyl)amino]benzonitrile). RXN SMILES: [CH3:1][O:2][C:3]1[CH:8]=[CH:7][C:6]([NH:9][C:10]2[CH:17]=[CH:16][C:13]([C:14]#[N:15])=[CH:12][CH:11]=2)=[CH:5][CH:4]=1.[BH4-].[Na+].[Si]([O:27][C:28]1[CH:35]=[CH:34][C:31]([CH2:32]Cl)=[CH:30][CH:29]=1)(C(C)(C)C)(C)C.O>CN(C)C=O>[OH:27][C:28]1[CH:35]=[CH:34][C:31]([CH2:32][N:9]([C:10]2[CH:17]=[CH:16][C:13]([C:14]#[N:15])=[CH:12][CH:11]=2)[C:6]2[CH:5]=[CH:4][C:3]([O:2][CH3:1])=[CH:8][CH:7]=2)=[CH:30][CH:29]=1 |f:1.2|. Reported procedure: 224 mg of 4-[N(4-methoxyphenyl)amino]benzonitrile was dissolved in 1.2 ml of N,N-dimethylformamide, and 48 mg of sodium borohydride was added thereto under cooling with ice, followed by stirring at room temperature for 30 minutes. The previously prepared 4-(t-butyldimethylsilyloxy)benzyl chloride was dissolved in 1.2 ml of N,N- dimethylformamide and added to the reaction mixture under cooling with ice, followed by stirring at room temperature for 2 days. After water was added to the reaction mix...